Dataset: the Open Reaction Database (ORD), a public repository of structured organic reaction records. Task: describe an organic reaction: reactants, conditions, products, and yield Starting materials: ClCCl, CNC(C)C, CCN(C(C)C)C(C)C, Cc1ccc(C(=O)O)cc1-n1cnc2ccc(OCCCl)cc2c1=O, [N-]=C=O. The product is Cc1ccc(C(=O)O)cc1-n1cnc2ccc(OCCN(C)C(C)C)cc2c1=O. Reaction SMILES: [CH2:40]([Cl:41])[Cl:42].[CH3:26][NH:27][CH:28]([CH3:29])[CH3:30].[CH:31]([N:32]([CH2:33][CH3:34])[CH:35]([CH3:36])[CH3:37])([CH3:38])[CH3:39].[Cl:1][CH2:2][CH2:3][O:4][c:5]1[cH:6][c:7]2[c:8](=[O:25])[n:9](-[c:15]3[cH:16][c:17]([C:18](=[O:19])[OH:20])[cH:21][cH:22][c:23]3[CH3:24])[cH:10][n:11][c:12]2[cH:13][cH:14]1.[N-:43]=[C:44]=[O:45]>>[CH2:2]([CH2:3][O:4][c:5]1[cH:6][c:7]2[c:8](=[O:25])[n:9](-[c:15]3[cH:16][c:17]([C:18](=[O:19])[OH:20])[cH:21][cH:22][c:23]3[CH3:24])[cH:10][n:11][c:12]2[cH:13][cH:14]1)[N:27]([CH3:26])[CH:28]([CH3:29])[CH3:30]. The reactants are C[Mg+], CCOCC, CC(=C(C#N)C#N)c1ccc(Cl)cc1, Cl, [Cu]I, [I-]. Product: CC(C)(c1ccc(Cl)cc1)C(C#N)C#N. RXN SMILES: [CH3:16][Mg+:17].[CH3:19][CH2:20][O:21][CH2:22][CH3:23].[Cl:1][c:2]1[cH:3][cH:4][c:5]([C:6]([CH3:7])=[C:8]([C:9]#[N:10])[C:11]#[N:12])[cH:13][cH:14]1.[ClH:18].[Cu:24][I:25].[I-:15]>>[Cl:1][c:2]1[cH:3][cH:4][c:5]([C:6]([CH3:7])([CH:8]([C:9]#[N:10])[C:11]#[N:12])[CH3:16])[cH:13][cH:14]1. Reactants: COC(=O)c1cnc(N2CCN(C(=O)OC(C)(C)C)CC2)s1, CO, [Na+], C1CCOC1, [OH-]. The product is CC(C)(C)OC(=O)N1CCN(c2ncc(C(=O)O)s2)CC1. RXN SMILES: [CH3:1][O:2][C:3](=[O:4])[c:5]1[cH:6][n:7][c:8]([N:10]2[CH2:11][CH2:12][N:13]([C:16](=[O:17])[O:18][C:19]([CH3:20])([CH3:21])[CH3:22])[CH2:14][CH2:15]2)[s:9]1.[CH3:30][OH:31].[Na+:29].[O:23]1[CH2:24][CH2:25][CH2:26][CH2:27]1.[OH-:28]>>[O:2]=[C:3]([OH:4])[c:5]1[cH:6][n:7][c:8]([N:10]2[CH2:11][CH2:12][N:13]([C:16](=[O:17])[O:18][C:19]([CH3:20])([CH3:21])[CH3:22])[CH2:14][CH2:15]2)[s:9]1. Reactants: CCc1ccccc1N1CCNCC1, COc1nc(C)c(C)nc1NC(=S)Oc1ccccc1. The product is CCc1ccccc1N1CCN(C(=S)Nc2nc(C)c(C)nc2OC)CC1. RXN SMILES: [CH2:21]([CH3:22])[c:23]1[c:24]([N:29]2[CH2:30][CH2:31][NH:32][CH2:33][CH2:34]2)[cH:25][cH:26][cH:27][cH:28]1.[CH3:1][c:2]1[n:3][c:4]([NH:11][C:12]([O:13][c:14]2[cH:15][cH:16][cH:17][cH:18][cH:19]2)=[S:20])[c:5]([O:9][CH3:10])[n:6][c:7]1[CH3:8]>>[CH3:1][c:2]1[n:3][c:4]([NH:11][C:12](=[S:20])[N:32]2[CH2:31][CH2:30][N:29]([c:24]3[c:23]([CH2:21][CH3:22])[cH:28][cH:27][cH:26][cH:25]3)[CH2:34][CH2:33]2)[c:5]([O:9][CH3:10])[n:6][c:7]1[CH3:8]. Starting materials: 2-Alkoxy-6-bromo-naphthalenes, COC1=CC2=CC=C(C=C2C=C1)Br (2-methoxy-6-bromo-naphthalene), CCC(C=1C=CC=2C=C(C=CC2C1)OC)C(C)(C)C(=O)O (methallenestril), COC(=O)C1=C(C=CC2=CC=CC=C12)OC (2-methoxy-naphthalene-1-carboxylic acid methyl ester), BrBr (bromine), [N+](=[N-])=C (diazomethane), COC1=CC2=CC=C(C=C2C=C1)Br (2-methoxy-6-bromo-naphthalene), estrogens, OC1=C(C2=CC=CC=C2C=C1)C(=O)O (2-hydroxy-naphthalene-1-carboxylic acid). The solvent is C(C)(=O)O (acetic acid). The product is COC(=O)C1=C(C=CC2=CC(=CC=C12)Br)OC (6-bromo-2-methoxy-naphthalene-1-carboxylic acid methyl ester). As a reaction SMILES: [CH3:1][O:2][C:3]1[CH:12]=[CH:11][C:10]2[C:5](=[CH:6][CH:7]=[C:8]([Br:13])[CH:9]=2)[CH:4]=1.CCC(C(C(O)=O)(C)C)C1C=CC2C=C(OC)C=CC=2C=1.OC1C=CC2C(=CC=CC=2)C=1C(O)=O.[N+](=C)=[N-].[CH3:52][O:53][C:54](C1C2C(=CC=CC=2)C=CC=1OC)=[O:55].BrBr>C(O)(=O)C>[CH3:52][O:53][C:54]([C:4]1[C:5]2[C:10](=[CH:9][C:8]([Br:13])=[CH:7][CH:6]=2)[CH:11]=[CH:12][C:3]=1[O:2][CH3:1])=[O:55]. Procedure: 2-Alkoxy-6-bromo-naphthalenes, especially 2-methoxy-6-bromo-naphthalene, are important starting compounds for the production of pharmaceutical products, especially synthetic estrogens, such as methallenestril (see The Merck Index, 8th Edition, (1968), page 669). For the production of 2-methoxy-6-bromo-naphthalene, 2-hydroxy-naphthalene-1-carboxylic acid was converted with diazomethane into 2-methoxy-naphthalene-1-carboxylic acid methyl ester, the latter was brominated with bromine in acetic acid... The reactants are OCC=1C=C2COC(C2=CC1)C1=CC=C(C=C1)F (5-hydroxymethyl-1-(4-fluoro-phenyl)-1,3-dihydro-isobenzofuran), S(=O)(Br)Br (Thionyl bromide). The solvent is C1(=CC=CC=C1)C (toluene). Reaction conditions: time 1 hour. The product is BrCC=1C=C2COC(C2=CC1)C1=CC=C(C=C1)F (5-Bromomethyl-1-(4-fluoro-phenyl)-1,3-dihydro-isobenzofuran). Isolated yield 103.2%. RXN SMILES: O[CH2:2][C:3]1[CH:4]=[C:5]2[C:9](=[CH:10][CH:11]=1)[CH:8]([C:12]1[CH:17]=[CH:16][C:15]([F:18])=[CH:14][CH:13]=1)[O:7][CH2:6]2.S(Br)([Br:21])=O>C1(C)C=CC=CC=1>[Br:21][CH2:2][C:3]1[CH:4]=[C:5]2[C:9](=[CH:10][CH:11]=1)[CH:8]([C:12]1[CH:17]=[CH:16][C:15]([F:18])=[CH:14][CH:13]=1)[O:7][CH2:6]2. Procedure details: A suspension of 5-hydroxymethyl-1-(4-fluoro-phenyl)-1,3-dihydro-isobenzofuran (2 g, 8.2 mmol) in toluene (20 mL) was heated until the solid dissolved. Heating was then stopped. Thionyl bromide (2.2 g, 10.6 mmol) was added, and the mixture was stirred for 1 h. Silica (25 g) was added, and the mixture was filtered, and the residue was washed with a 1:1 v/v solution of ethyl acetate and heptane. The filtrate was evaporated to give the title compound as a red-orange oil (2.6 g, 90%). 1H NMR (d6-DMSO... The reactants are FC(C(=O)O)(F)F (Trifluoroacetic acid), C(C)(C)(C)OC(=O)N1CC(C1)CN(C1COC1)C (3-[(methyl(oxetan-3-yl)amino)methyl]azetidine-1-carboxylic acid tert-butyl ester). Solvent: ClCCl (dichloromethane). Reaction conditions: time 1.5 hour. The product is N1CC(C1)CN(C1COC1)C ((Azetidin-3-ylmethyl)methyl(oxetan-3-yl)amine). Yield: 89.3%. RXN SMILES: FC(F)(F)C(O)=O.C(OC([N:15]1[CH2:18][CH:17]([CH2:19][N:20]([CH3:25])[CH:21]2[CH2:24][O:23][CH2:22]2)[CH2:16]1)=O)(C)(C)C>ClCCl>[NH:15]1[CH2:16][CH:17]([CH2:19][N:20]([CH3:25])[CH:21]2[CH2:22][O:23][CH2:24]2)[CH2:18]1. Reported procedure: Trifluoroacetic acid (3 mL) was added to a solution of 3-[(methyl(oxetan-3-yl)amino)methyl]azetidine-1-carboxylic acid tert-butyl ester (330 mg, 1.29 mmol) in dichloromethane (12 mL) The resulting reaction mixture was stirred at RT for 1.5 h. The solvents were reduced in vacuo. The resulting residue was loaded onto an Isolute® SCX-2 cartridge (5 g). The cartridge was washed with DCM/MeOH, the desired product was subsequently eluted using a mixture of 2M NH3 in MeOH and DCM to afford (Azetidin-3-... Starting materials: Cl (hydrochloric acid), OC1=C(C2=CC=CC=C2C=C1O)C=NNC(=O)N (2,3-dihydroxy-naphthaldehyde semicarbazone), [OH-].[K+] (potassium hydroxide). Run in C(COCCO)O (diethyleneglycol), O (water). Yields the product 61.5, CC1=C(C(=CC2=CC=CC=C12)O)O (1-methyl-2,3-dihydroxy-naphthalene). Yield: 65.5%. RXN SMILES: [OH:1][C:2]1[C:11]([OH:12])=[CH:10][C:9]2[C:4](=[CH:5][CH:6]=[CH:7][CH:8]=2)[C:3]=1[CH:13]=NNC(N)=O.[OH-].[K+].Cl>C(O)COCCO.O>[CH3:13][C:3]1[C:4]2[C:9](=[CH:8][CH:7]=[CH:6][CH:5]=2)[CH:10]=[C:11]([OH:12])[C:2]=1[OH:1] |f:1.2|. Reported procedure: 131 g of 2,3-dihydroxy-naphthaldehyde semicarbazone were boiled at reflux overnight with 250 g of powdered potassium hydroxide in 1350 ml of diethyleneglycol under an argon stream in a 1.5 l sulfonation flask equipped with stirrer, condenser, theremometer and calcium chloride tube. The cooled solution was diluted with 4,5 l of water, made acid with 450 ml of concentrated hydrochloric acid and extracted eight times with 1 l ether. The combined ether extracts were dried over sodium sulfate and eva... Starting materials: FC1=C(C=CC=C1)N1S(N(C2=C1C=CC=C2)CCCN2CCC(CC2)NC(OC(C)(C)C)=O)(=O)=O (tert-butyl (1-{3-[3-(2-fluorophenyl)-2,2-dioxido-2,1,3-benzothiadiazol-1(3H)-yl]propyl}piperidin-4-yl)carbamate), Cl (HCl). Run in CCOCC.CO (ether methanol), CCOCC (ether). Reaction conditions: time 16 hour. Product: Cl.Cl.FC1=C(C=CC=C1)N1S(N(C2=C1C=CC=C2)CCCN2CCC(CC2)N)(=O)=O (1-{3-[3-(2-fluorophenyl)-2,2-dioxido-2,1,3-benzothiadiazol-1(3H)-yl]propyl}piperidin-4-amine dihydrochloride). Isolated yield 87.0%. As a reaction SMILES: [F:1][C:2]1[CH:7]=[CH:6][CH:5]=[CH:4][C:3]=1[N:8]1[C:12]2[CH:13]=[CH:14][CH:15]=[CH:16][C:11]=2[N:10]([CH2:17][CH2:18][CH2:19][N:20]2[CH2:25][CH2:24][CH:23]([NH:26]C(=O)OC(C)(C)C)[CH2:22][CH2:21]2)[S:9]1(=[O:35])=[O:34].[ClH:36]>CCOCC.CO.CCOCC>[ClH:36].[ClH:36].[F:1][C:2]1[CH:7]=[CH:6][CH:5]=[CH:4][C:3]=1[N:8]1[C:12]2[CH:13]=[CH:14][CH:15]=[CH:16][C:11]=2[N:10]([CH2:17][CH2:18][CH2:19][N:20]2[CH2:25][CH2:24][CH:23]([NH2:26])[CH2:22][CH2:21]2)[S:9]1(=[O:35])=[O:34] |f:2.3,5.6.7|. Procedure details: tert-butyl (1-{3-[3-(2-fluorophenyl)-2,2-dioxido-2,1,3-benzothiadiazol-1(3H)-yl]propyl}piperidin-4-yl)carbamate (0.40 g, 0.80 mmol) was dissolved in ether:methanol (9:1) and 2 mL of 2N HCl in ether added. The solution was allowed to stand for 16 hr whereupon a colorless solid had formed. The solid was removed by filtration and washed with ether to afford 0.33 g (87%) 1-{3-[3-(2-fluorophenyl)-2,2-dioxido-2,1,3-benzothiadiazol-1(3H)-yl]propyl}piperidin-4-amine dihydrochloride. HPLC purity 98.7% at...